describe an organic reaction: reactants, conditions, products, and yield From a dataset of the Open Reaction Database (ORD), a public repository of structured organic reaction records. Reactants: CCOC(=O)c1cnc(Cl)c2c(COc3cc(-c4nnc(C)n4Cc4ccc(OC)cc4)ccc3C)csc12, CC(C)O, N. Product: CCOC(=O)c1cnc(N)c2c(COc3cc(-c4nnc(C)n4Cc4ccc(OC)cc4)ccc3C)csc12. RXN SMILES: [CH2:2]([CH3:3])[O:4][C:5](=[O:6])[c:7]1[c:8]2[c:9]([c:10]([Cl:13])[n:11][cH:12]1)[c:14]([CH2:17][O:18][c:19]1[c:20]([CH3:40])[cH:21][cH:22][c:23](-[c:25]3[n:26][n:27][c:28]([CH3:39])[n:29]3[CH2:30][c:31]3[cH:32][cH:33][c:34]([O:37][CH3:38])[cH:35][cH:36]3)[cH:24]1)[cH:15][s:16]2.[CH3:41][CH:42]([OH:43])[CH3:44].[NH3:1]>>[NH2:1][c:10]1[c:9]2[c:8]([c:7]([C:5]([O:4][CH2:2][CH3:3])=[O:6])[cH:12][n:11]1)[s:16][cH:15][c:14]2[CH2:17][O:18][c:19]1[c:20]([CH3:40])[cH:21][cH:22][c:23](-[c:25]2[n:26][n:27][c:28]([CH3:39])[n:29]2[CH2:30][c:31]2[cH:32][cH:33][c:34]([O:37][CH3:38])[cH:35][cH:36]2)[cH:24]1. The reactants are O=C([O-])[O-], COC(=O)c1cnc(Cl)cn1, Cl, [K+], [K+], C1CCOC1. Yields the product O=C(O)c1cnc(Cl)cn1. Reaction SMILES: [C:12](=[O:13])([O-:14])[O-:15].[Cl:1][c:2]1[n:3][cH:4][c:5]([C:8](=[O:9])[O:10][CH3:11])[n:6][cH:7]1.[ClH:18].[K+:16].[K+:17].[O:19]1[CH2:20][CH2:21][CH2:22][CH2:23]1>>[Cl:1][c:2]1[n:3][cH:4][c:5]([C:8](=[O:9])[OH:10])[n:6][cH:7]1. Reactants: C(C)(=O)OCC (ethyl acetate), CCCCCC (hexane), CCOCC (ether), C(C)OC=1C=C(C=CC1OC)C(CS(=O)(=O)C)N1C(C2=CC=CC(=C2C1=O)[N+](=O)[O-])=O (2-[1-(3-ethoxy-4-methoxyphenyl)-2-methylsulfonylethyl]-4-nitroisoindoline-1,3-dione). The reagents and catalysts are [Pd] (Pd/C). The solvent is C(C)(=O)OCC.CC(=O)C (ethyl acetate acetone). Reaction conditions: time 5 hour. Product: C(C)OC=1C=C(C=CC1OC)C(CS(=O)(=O)C)N1C(C2=CC=CC(=C2C1=O)N)=O (2-[1-(3-ethoxy-4-methoxyphenyl)-2-methylsulfonylethyl]-4-aminoisoindoline-1,3-dione). Yield: 83.2%. Reaction SMILES: [CH2:1]([O:3][C:4]1[CH:5]=[C:6]([CH:12]([N:18]2[C:26](=[O:27])[C:25]3[C:20](=[CH:21][CH:22]=[CH:23][C:24]=3[N+:28]([O-])=O)[C:19]2=[O:31])[CH2:13][S:14]([CH3:17])(=[O:16])=[O:15])[CH:7]=[CH:8][C:9]=1[O:10][CH3:11])[CH3:2].C(OCC)(=O)C.CCCCCC.CCOCC>C(OCC)(=O)C.CC(C)=O.[Pd]>[CH2:1]([O:3][C:4]1[CH:5]=[C:6]([CH:12]([N:18]2[C:26](=[O:27])[C:25]3[C:20](=[CH:21][CH:22]=[CH:23][C:24]=3[NH2:28])[C:19]2=[O:31])[CH2:13][S:14]([CH3:17])(=[O:16])=[O:15])[CH:7]=[CH:8][C:9]=1[O:10][CH3:11])[CH3:2] |f:4.5|. Procedure: A mixture of 2-[1-(3-ethoxy-4-methoxyphenyl)-2-methylsulfonylethyl]-4-nitroisoindoline-1,3-dione (710 mg, 1.58 mmol) and Pd/C (200 mg) in ethyl acetate/acetone (40 mL each) was shaken under H2 (50 psi) in a Parr Type Shaker for 5 hours. The suspension was filtered through a pad of magnesium sulfate. The filtrate was concentrated in vacuo to give an oil. The oil was stirred with ethyl acetate (a mL), hexane (2 mL) and ether (2 ML)for 1 h. The resulting suspension was filtered and the solid was dr...